The task is: describe an organic reaction: reactants, conditions, products, and yield. This data is from the Open Reaction Database (ORD), a public repository of structured organic reaction records. Reactants: CCCC=CC(=O)O, CN(C)c1ccncc1, C(=NC1CCCCC1)=NC1CCCCC1, ClCCl, CCCCCCCCc1cnc(-c2ccc(O)cc2)s1. Product: CCCC=CC(=O)Oc1ccc(-c2ncc(CCCCCCCC)s2)cc1. As a reaction SMILES: [C:36]([CH:37]=[CH:38][CH2:39][CH2:40][CH3:41])(=[O:42])[OH:43].[CH3:44][N:45]([CH3:46])[c:47]1[cH:48][cH:49][n:50][cH:51][cH:52]1.[CH:1]1([N:2]=[C:3]=[N:4][CH:5]2[CH2:6][CH2:7][CH2:8][CH2:9][CH2:10]2)[CH2:11][CH2:12][CH2:13][CH2:14][CH2:15]1.[Cl:53][CH2:54][Cl:55].[OH:16][c:17]1[cH:18][cH:19][c:20](-[c:23]2[s:24][c:25]([CH2:28][CH2:29][CH2:30][CH2:31][CH2:32][CH2:33][CH2:34][CH3:35])[cH:26][n:27]2)[cH:21][cH:22]1>>[O:16]([c:17]1[cH:18][cH:19][c:20](-[c:23]2[s:24][c:25]([CH2:28][CH2:29][CH2:30][CH2:31][CH2:32][CH2:33][CH2:34][CH3:35])[cH:26][n:27]2)[cH:21][cH:22]1)[C:36]([CH:37]=[CH:38][CH2:39][CH2:40][CH3:41])=[O:42]. Reactants: O=C([O-])[O-], CCB(CC)CC, [Cs+], [Cs+], CN1C(=O)COc2cc(Br)c(N)cc21, CN(C)C=O. Yields the product CCc1cc2c(cc1N)N(C)C(=O)CO2. RXN SMILES: [C:22](=[O:23])([O-:24])[O-:25].[CH2:15]([CH3:16])[B:17]([CH2:18][CH3:19])[CH2:20][CH3:21].[Cs+:26].[Cs+:27].[NH2:1][c:2]1[c:3]([Br:14])[cH:4][c:5]2[c:6]([cH:13]1)[N:7]([CH3:12])[C:8](=[O:11])[CH2:9][O:10]2.[O:28]=[CH:29][N:30]([CH3:31])[CH3:32]>>[NH2:1][c:2]1[c:3]([CH2:15][CH3:16])[cH:4][c:5]2[c:6]([cH:13]1)[N:7]([CH3:12])[C:8](=[O:11])[CH2:9][O:10]2. The reactants are CCOC(=O)c1ccc(C#Cc2ccc(C3(NCc4ccccc4)CC3)cc2)cc1, CCO, [Na+], [OH-]. Yields the product O=C(O)c1ccc(C#Cc2ccc(C3(NCc4ccccc4)CC3)cc2)cc1. Reaction SMILES: [CH2:1]([c:2]1[cH:3][cH:4][cH:5][cH:6][cH:7]1)[NH:8][C:9]1([c:12]2[cH:13][cH:14][c:15]([C:18]#[C:19][c:20]3[cH:21][cH:22][c:23]([C:24](=[O:25])[O:26][CH2:27][CH3:28])[cH:29][cH:30]3)[cH:16][cH:17]2)[CH2:10][CH2:11]1.[CH3:33][CH2:34][OH:35].[Na+:32].[OH-:31]>>[CH2:1]([c:2]1[cH:3][cH:4][cH:5][cH:6][cH:7]1)[NH:8][C:9]1([c:12]2[cH:13][cH:14][c:15]([C:18]#[C:19][c:20]3[cH:21][cH:22][c:23]([C:24](=[O:25])[OH:26])[cH:29][cH:30]3)[cH:16][cH:17]2)[CH2:10][CH2:11]1.